describe an organic reaction: reactants, conditions, products, and yield From a dataset of the Open Reaction Database (ORD), a public repository of structured organic reaction records. The reactants are O=C([O-])[O-], Oc1cncc(Cl)c1, O=C(O)c1cc(Cl)cnc1Cl, [Cu], [I-], [K+], [K+]. Product: O=C(O)c1cc(Cl)cnc1Oc1cncc(Cl)c1. Reaction SMILES: [C:21](=[O:22])([O-:23])[O-:24].[Cl:12][c:13]1[cH:14][n:15][cH:16][c:17]([OH:19])[cH:18]1.[Cl:1][c:2]1[c:3]([C:4](=[O:5])[OH:6])[cH:7][c:8]([Cl:11])[cH:9][n:10]1.[Cu:27].[I-:20].[K+:25].[K+:26]>>[c:2]1([O:19][c:17]2[cH:16][n:15][cH:14][c:13]([Cl:12])[cH:18]2)[c:3]([C:4](=[O:5])[OH:6])[cH:7][c:8]([Cl:11])[cH:9][n:10]1. Reactants: CC[O-], CCO, [Na+], CC(=O)NCC1CN(c2ccc(N3CCC4(CC3)CO4)c(F)c2)C(=O)O1. Yields the product CCOCC1(O)CCN(c2ccc(N3CC(CNC(C)=O)OC3=O)cc2F)CC1. RXN SMILES: [CH3:28][CH2:29][O-:30].[CH3:31][CH2:32][OH:33].[Na+:27].[O:1]1[CH2:2][C:3]12[CH2:4][CH2:5][N:6]([c:9]1[c:10]([F:26])[cH:11][c:12]([N:15]3[C:16](=[O:25])[O:17][CH:18]([CH2:20][NH:21][C:22]([CH3:23])=[O:24])[CH2:19]3)[cH:13][cH:14]1)[CH2:7][CH2:8]2>>[OH:1][C:3]1([CH2:2][O:30][CH2:29][CH3:28])[CH2:4][CH2:5][N:6]([c:9]2[c:10]([F:26])[cH:11][c:12]([N:15]3[C:16](=[O:25])[O:17][CH:18]([CH2:20][NH:21][C:22]([CH3:23])=[O:24])[CH2:19]3)[cH:13][cH:14]2)[CH2:7][CH2:8]1. Reactants: O (water), C(CCC)[Li] (n-butyllithium), BrC1=CC=C(OC[C@@H](CCC=2C=NC=CC2)O[Si](C)(C)C(C)(C)C)C=C1 ((2R)-1-(4-bromophenoxy)-4-(3-pyridyl)-2-(tert-butyldimethylsilyloxy)butane), B(OC(C)C)(OC(C)C)OC(C)C (triisopropyl borate). Solvent: C(C)(=O)OCC (ethyl acetate), O1CCCC1 (tetrahydrofuran). Yields the product N1=CC(=CC=C1)CC[C@H](COC1=CC=C(C=C1)B(O)O)O[Si](C)(C)C(C)(C)C ((2R)-4-[4-(3-Pyridyl)-2-(tert-butyldimethylsilyloxy)butoxy]benzeneboronic acid). RXN SMILES: C([Li])CCC.Br[C:7]1[CH:31]=[CH:30][C:10]([O:11][CH2:12][C@H:13]([O:22][Si:23]([C:26]([CH3:29])([CH3:28])[CH3:27])([CH3:25])[CH3:24])[CH2:14][CH2:15][C:16]2[CH:17]=[N:18][CH:19]=[CH:20][CH:21]=2)=[CH:9][CH:8]=1.[B:32](OC(C)C)([O:37]C(C)C)[O:33]C(C)C.O>O1CCCC1.C(OCC)(=O)C>[N:18]1[CH:19]=[CH:20][CH:21]=[C:16]([CH2:15][CH2:14][C@@H:13]([O:22][Si:23]([C:26]([CH3:29])([CH3:28])[CH3:27])([CH3:25])[CH3:24])[CH2:12][O:11][C:10]2[CH:30]=[CH:31][C:7]([B:32]([OH:37])[OH:33])=[CH:8][CH:9]=2)[CH:17]=1. Reported procedure: A solution of n-butyllithium (2.5 M in hexanes, 6.9 ml, CAUTION) was added dropwise to a stirring solution of (2R)-1-(4-bromophenoxy)-4-(3-pyridyl)-2-(tert-butyldimethylsilyloxy)butane (1.50 g, Example 21b)) and triisopropyl borate (4.3 ml) in tetrahydrofuran (200 ml) at −70° C. After the addition was complete the reaction mixture was allowed to warm to room temperature. After 1 hour water (200 ml) and ethyl acetate (200 ml) were added. The organic phase was separated, dried over anhydrous magne... Reactants: C, CC(C)O, Cl, O=S(=O)(O)C(F)(F)F, COc1ccc(C(=O)CCCN)cc1, [Pd]. Yields the product Cl, COc1ccc(CCCCN)cc1. As a reaction SMILES: [C:24].[CH3:26][CH:27]([OH:28])[CH3:29].[ClH:23].[F:1][C:2]([F:3])([F:4])[S:5]([OH:6])(=[O:7])=[O:8].[NH2:9][CH2:10][CH2:11][CH2:12][C:13](=[O:14])[c:15]1[cH:16][cH:17][c:18]([O:21][CH3:22])[cH:19][cH:20]1.[Pd:25]>>[ClH:23].[NH2:9][CH2:10][CH2:11][CH2:12][CH2:13][c:15]1[cH:16][cH:17][c:18]([O:21][CH3:22])[cH:19][cH:20]1.